Task: describe an organic reaction: reactants, conditions, products, and yield. Dataset: the Open Reaction Database (ORD), a public repository of structured organic reaction records Product: C(C)C1=NC2=C(N1C1=NC(=C3N=C(N(C3=N1)C)C1CCN(CC1)C(C(=O)N)(C)C)N1CCOCC1)C=CC=C2 (2-(4-(2-(2-ethyl-1H-benzo[d]imidazol-1-yl)-9-methyl-6-morpholino-9H-purin-8-yl)piperidin-1-yl)-2-methylpropanamide). Conditions: time 3 hour. Reactants: C(C)C1=NC2=C(N1C1=NC(=C3N=C(N(C3=N1)C)C1CCN(CC1)C(C#N)(C)C)N1CCOCC1)C=CC=C2 (2-{4-[2-(2-Ethylbenzoimidazol-1-yl)-9-methyl-6-morpholin-4-yl-9H-purin-8-yl]piperidin-1-yl}-2-methylpropionitrile), OS(=O)(=O)O (H2SO4), C(=O)([O-])[O-].[K+].[K+] (K2CO3). Procedure details: 2-{4-[2-(2-Ethylbenzoimidazol-1-yl)-9-methyl-6-morpholin-4-yl-9H-purin-8-yl]piperidin-1-yl}-2-methylpropionitrile (300 mg, 0.58 mmol) was added slowly to conc. H2SO4 (3.5 mL). The resulting mixture was allowed to stir at r.t. for 3 h then poured onto ice and basified with K2CO3. The resulting mixture was extracted with DCM and the combined organic phases dried (Na2SO4) and concentrated in vacuo. The resulting residue was purified by column chromatography (Si—PCC, MeOH:EtOAc, 0-20%) then loaded o... Reaction SMILES: [CH2:1]([C:3]1[N:7]([C:8]2[N:16]=[C:15]3[C:11]([N:12]=[C:13]([CH:18]4[CH2:23][CH2:22][N:21]([C:24]([CH3:28])([CH3:27])[C:25]#[N:26])[CH2:20][CH2:19]4)[N:14]3[CH3:17])=[C:10]([N:29]3[CH2:34][CH2:33][O:32][CH2:31][CH2:30]3)[N:9]=2)[C:6]2[CH:35]=[CH:36][CH:37]=[CH:38][C:5]=2[N:4]=1)[CH3:2].[OH:39]S(O)(=O)=O.C([O-])([O-])=O.[K+].[K+]>>[CH2:1]([C:3]1[N:7]([C:8]2[N:16]=[C:15]3[C:11]([N:12]=[C:13]([CH:18]4[CH2:23][CH2:22][N:21]([C:24]([CH3:28])([CH3:27])[C:25]([NH2:26])=[O:39])[CH2:20][CH2:19]4)[N:14]3[CH3:17])=[C:10]([N:29]3[CH2:34][CH2:33][O:32][CH2:31][CH2:30]3)[N:9]=2)[C:6]2[CH:35]=[CH:36][CH:37]=[CH:38][C:5]=2[N:4]=1)[CH3:2] |f:2.3.4|. The reactants are COc1cc(NC(C)=O)c(Cl)cc1C(=O)O, NN1CCN(Cc2cccs2)CC1, [Na+], [OH-], O=S(Cl)Cl. Product: COc1cc(NC(C)=O)c(Cl)cc1C(=O)NN1CCN(Cc2cccs2)CC1. RXN SMILES: [C:1]([CH3:2])(=[O:3])[NH:4][c:5]1[cH:6][c:7]([O:15][CH3:16])[c:8]([C:9](=[O:10])[OH:11])[cH:12][c:13]1[Cl:14].[NH2:21][N:22]1[CH2:23][CH2:24][N:25]([CH2:28][c:29]2[cH:30][cH:31][cH:32][s:33]2)[CH2:26][CH2:27]1.[Na+:35].[OH-:34].[S:17]([Cl:18])([Cl:19])=[O:20]>>[C:1]([CH3:2])(=[O:3])[NH:4][c:5]1[cH:6][c:7]([O:15][CH3:16])[c:8]([C:9](=[O:11])[NH:21][N:22]2[CH2:23][CH2:24][N:25]([CH2:28][c:29]3[cH:30][cH:31][cH:32][s:33]3)[CH2:26][CH2:27]2)[cH:12][c:13]1[Cl:14]. The reactants are CCc1ccc(C(=O)N2CCC3(CC2)Oc2cc(CO)ccc2-n2cccc23)cc1OC, CI, [H-], [Na+], CN(C)C=O. The product is CCc1ccc(C(=O)N2CCC3(CC2)Oc2cc(COC)ccc2-n2cccc23)cc1OC. Reaction SMILES: [CH2:3]([CH3:4])[c:5]1[c:6]([O:33][CH3:34])[cH:7][c:8]([C:11](=[O:12])[N:13]2[CH2:14][CH2:15][C:16]3([CH2:17][CH2:18]2)[O:19][c:20]2[c:21]([cH:27][cH:28][c:29]([CH2:31][OH:32])[cH:30]2)-[n:22]2[c:23]3[cH:24][cH:25][cH:26]2)[cH:9][cH:10]1.[CH3:1][I:2].[H-:36].[Na+:35].[O:37]=[CH:38][N:39]([CH3:40])[CH3:41]>>[CH3:1][O:32][CH2:31][c:29]1[cH:28][cH:27][c:21]2[c:20]([cH:30]1)[O:19][C:16]1([CH2:15][CH2:14][N:13]([C:11]([c:8]3[cH:7][c:6]([O:33][CH3:34])[c:5]([CH2:3][CH3:4])[cH:10][cH:9]3)=[O:12])[CH2:18][CH2:17]1)[c:23]1[n:22]-2[cH:26][cH:25][cH:24]1. Starting materials: O1CCCC=C1 (3,4-dihydro-2H-pyran), C(CC=C)O (3-buten-1-ol). Reagents/catalysts: C1(=CC=C(C=C1)S(=O)(=O)O)C (p-toluensulfonic acid). Solvent: CCOCC (ether). Run at time 5 hour. The product is C(CC=C)OC1OCCCC1 (2-(3-butenyloxy)tetrahydropyran). Isolated yield 89.6%. Reaction SMILES: [O:1]1[CH:6]=[CH:5][CH2:4][CH2:3][CH2:2]1.[CH2:7]([OH:11])[CH2:8][CH:9]=[CH2:10]>CCOCC.C1(C)C=CC(S(O)(=O)=O)=CC=1>[CH2:7]([O:11][CH:6]1[CH2:5][CH2:4][CH2:3][CH2:2][O:1]1)[CH2:8][CH:9]=[CH2:10]. Procedure: To a chilled solution (0° C.) of 3,4-dihydro-2H-pyran (117 g, 1.4 mol) in anhydrous ether (600 mL) were added p-toluensulfonic acid (0.5 g) and 3-buten-1-ol (25.0 g, 0.35 mol). The resulting mixture was stirred at room temperature for 5 h and was then quenched by the addition of concentrated ammonium hydroxide (5 mL) and methanol (50 mL). The solvent was evaporated in vacuo, and ether was added to the residue. The precipitated ammonium p-toluenesulfate was filtered, the filtrate was concentrated... The reactants are C(C1=CC=CC=C1)[C@H](C(=O)O)CC[C@@H](C(=O)N[C@@H]1C(N(CCCC1)C1=C(C=CC=C1)OC)=O)CC1=CC=CC=C1 ((2R,5R)-2,5-Dibenzyl-6-((S)-1-(2-methoxyphenyl)-2-oxoazepan-3-ylamino)-6-oxohexanoic acid), N[C@@H]1C(N2[C@@H](SCC1)CCC[C@@H]2C(F)(F)F)=O ((4S,7R,10aS)-4-Amino-7-(trifluoromethyl)hexahydro-2H-pyrido[2,1-b][1,3]thiazepin-5(7H)-one). The product is C(C1=CC=CC=C1)[C@H](C(=O)N[C@@H]1C(N(CCCC1)C1=C(C=CC=C1)OC)=O)CC[C@@H](C(=O)N[C@@H]1C(N2[C@@H](SCC1)CCC[C@@H]2C(F)(F)F)=O)CC2=CC=CC=C2 ((2R,5R)-2,5-Dibenzyl-N1-((S)-1-(2-methoxyphenyl)-2-oxoazepan-3-yl)-N6-((4S,7R,10aS)-5-oxo-7-(trifluoromethyl)octahydro-2H-pyrido[2,1-b][1,3]thiazepin-4-yl)hexanediamide), solid. The yield is 83.0%. Reaction SMILES: [CH2:1]([C@@H:8]([CH2:12][CH2:13][C@H:14]([CH2:34][C:35]1[CH:40]=[CH:39][CH:38]=[CH:37][CH:36]=1)[C:15]([NH:17][C@H:18]1[CH2:24][CH2:23][CH2:22][CH2:21][N:20]([C:25]2[CH:30]=[CH:29][CH:28]=[CH:27][C:26]=2[O:31][CH3:32])[C:19]1=[O:33])=[O:16])[C:9](O)=[O:10])[C:2]1[CH:7]=[CH:6][CH:5]=[CH:4][CH:3]=1.[NH2:41][C@H:42]1[CH2:48][CH2:47][S:46][C@H:45]2[CH2:49][CH2:50][CH2:51][C@H:52]([C:53]([F:56])([F:55])[F:54])[N:44]2[C:43]1=[O:57]>>[CH2:34]([C@@H:14]([CH2:13][CH2:12][C@H:8]([CH2:1][C:2]1[CH:3]=[CH:4][CH:5]=[CH:6][CH:7]=1)[C:9]([NH:41][C@H:42]1[CH2:48][CH2:47][S:46][C@H:45]2[CH2:49][CH2:50][CH2:51][C@H:52]([C:53]([F:54])([F:56])[F:55])[N:44]2[C:43]1=[O:57])=[O:10])[C:15]([NH:17][C@H:18]1[CH2:24][CH2:23][CH2:22][CH2:21][N:20]([C:25]2[CH:30]=[CH:29][CH:28]=[CH:27][C:26]=2[O:31][CH3:32])[C:19]1=[O:33])=[O:16])[C:35]1[CH:40]=[CH:39][CH:38]=[CH:37][CH:36]=1. Procedure: (2R,5R)-2,5-Dibenzyl-N1-((S)-1-(2-methoxyphenyl)-2-oxoazepan-3-yl)-N6-((4S,7R,10aS)-5-oxo-7-(trifluoromethyl)octahydro-2H-pyrido[2,1-b][1,3]thiazepin-4-yl)hexanediamide was synthesized as described in General Procedure H using Intermediate 70 (21 mg, 0.039 mmol) and Intermediate 78 (10 mg, 0.037 mmol) to give a white solid (26 mg, 83% yield). Anal. Calcd. for C43H51F3N4O5S m/z 792.7. found: 793.4 (M+H)+; 1H NMR (400 MHz, CDCl3) δ ppm 7.37-6.99 (m, 12H), 6.99-6.86 (m, 3H), 6.77 (s, 1H), 5.27 (t, ... The reactants are COC(=O)Cc1ccc(NC(=O)OC(C)(C)C)cc1OCC(F)(F)F, CO, [Na+], [OH-]. Product: CC(C)(C)OC(=O)Nc1ccc(CC(=O)O)c(OCC(F)(F)F)c1. As a reaction SMILES: [C:1]([CH3:2])([CH3:3])([CH3:4])[O:5][C:6](=[O:7])[NH:8][c:9]1[cH:10][c:11]([O:20][CH2:21][C:22]([F:23])([F:24])[F:25])[c:12]([CH2:15][C:16](=[O:17])[O:18][CH3:19])[cH:13][cH:14]1.[CH3:28][OH:29].[Na+:27].[OH-:26]>>[C:1]([CH3:2])([CH3:3])([CH3:4])[O:5][C:6](=[O:7])[NH:8][c:9]1[cH:10][c:11]([O:20][CH2:21][C:22]([F:23])([F:24])[F:25])[c:12]([CH2:15][C:16](=[O:17])[OH:18])[cH:13][cH:14]1.